From a dataset of the Open Reaction Database (ORD), a public repository of structured organic reaction records. describe an organic reaction: reactants, conditions, products, and yield Reactants: BrC12CC3CC(CC(C1)C3)C2 (1-bromoadamantane), C([O-])([O-])=O.[K+].[K+] (potassium carbonate). Reagents/catalysts: [Pd] (palladium on carbon). Run in C1=CC=CC=C1 (benzene). Conditions: temperature 120 celsius. Yields the product C1(=CC=CC=C1)C12CC3CC(CC(C1)C3)C2 (1-phenyl-adamantane). RXN SMILES: Br[C:2]12[CH2:11][CH:6]3[CH2:7][CH:8]([CH2:10][CH:4]([CH2:5]3)[CH2:3]1)[CH2:9]2.C(=O)([O-])[O-].[K+].[K+]>[Pd].C1C=CC=CC=1>[C:2]1([C:2]23[CH2:11][CH:6]4[CH2:7][CH:8]([CH2:10][CH:4]([CH2:5]4)[CH2:3]2)[CH2:9]3)[CH:11]=[CH:6][CH:5]=[CH:4][CH:3]=1 |f:1.2.3|. Reported procedure: Add 1-bromoadamantane (10 g, 46.5 mmols), potassium carbonate (7.7 g, 55.8 mmols) and palladium on carbon (250 mg, catalytic) in benzene and heat to 120° C. for 1 week. Cool the reaction to room temperature and filter over Celite® rinsing with EtOAc. Concentrate under reduce pressure to provide the title compound. 1H NMR (400 MHz; CDCl3) δ 7.2-7.4(m, 5H), 2.10(s, 3H), 1.92(s, 6H), 1.77(s, 6H). The reactants are N (ammonia), N(=NC(=O)[O-])C(=O)OC(C)(C)C (tert-butyl azodicarboxylate), ClC1=CC=C2C(=C1NC1=NC=NC3=CC(=CC(=C13)OC1CCN(CC1)C)O)OCO2 (4-(6-chloro-2,3-methylenedioxyanilino)-7-hydroxy-5-(N-methylpiperidin-4-yloxy)quinazoline), C1(=CC=CC=C1)P(C1=CC=CC=C1)C1=CC=CC=C1 (triphenylphosphine), solution, Cl (hydrogen chloride), resultant mixture. Solvent: C(C)OCC (Diethyl ether), C(Cl)Cl (methylene chloride), C(Cl)Cl (methylene chloride), C(Cl)Cl (methylene chloride), C(C)O (ethanol), C(C)OCC (diethyl ether). Conditions: time 1.5 hour. Product: ClC1=CC=C2C(=C1NC1=NC=NC3=CC(=CC(=C13)OC1CCN(CC1)C)OCC)OCO2 (4-(6-chloro-2,3-methylenedioxyanilino)-7-ethoxy-5-(N-methylpiperidin-4-yloxy)quinazoline). Yield: 72.0%. Reaction SMILES: N(C(O[C:9](C)(C)[CH3:10])=O)=NC([O-])=O.[Cl:13][C:14]1[C:19]([NH:20][C:21]2[C:30]3[C:25](=[CH:26][C:27]([OH:39])=[CH:28][C:29]=3[O:31][CH:32]3[CH2:37][CH2:36][N:35]([CH3:38])[CH2:34][CH2:33]3)[N:24]=[CH:23][N:22]=2)=[C:18]2[O:40][CH2:41][O:42][C:17]2=[CH:16][CH:15]=1.C1(P(C2C=CC=CC=2)C2C=CC=CC=2)C=CC=CC=1.Cl.N>C(Cl)Cl.C(OCC)C.C(O)C>[Cl:13][C:14]1[C:19]([NH:20][C:21]2[C:30]3[C:25](=[CH:26][C:27]([O:39][CH2:9][CH3:10])=[CH:28][C:29]=3[O:31][CH:32]3[CH2:37][CH2:36][N:35]([CH3:38])[CH2:34][CH2:33]3)[N:24]=[CH:23][N:22]=2)=[C:18]2[O:40][CH2:41][O:42][C:17]2=[CH:16][CH:15]=1. Reported procedure: A solution of di-(tert-butyl azodicarboxylate (0.26 g) in methylene chloride (1 ml) was added dropwise to a stirred mixture of 4-(6-chloro-2,3-methylenedioxyanilino)-7-hydroxy-5-(N-methylpiperidin-4-yloxy)quinazoline (0.12 g), ethanol (0.019 g), triphenylphosphine (0.15 g) and methylene chloride (2 ml) and the resultant mixture was stirred at ambient temperature for 1 hour. A 2M solution of hydrogen chloride in diethyl ether (3 ml) was added and the mixture was stirred at ambient temperature for... The reactants are OC[C@H]1CC[C@@H]2N(CCNC2)C1 ((7S,9aS)-7-hydroxymethyl-2,3,4,6,7,8,9,9a-octahydro-1H-pyrido[1,2-a]pyrazine), ClC1=NC=C(C=N1)F (2-chloro-5-fluoropyrimidine), C([O-])([O-])=O.[Na+].[Na+] (sodium carbonate). Solvent: O (water). Yields the product OC[C@H]1CC[C@@H]2N(CCN(C2)C2=NC=C(C=N2)F)C1 ((7S,9aS)-7-Hydroxymethyl-2-(5-fluoropyrimidin-2-yl)-2,3,4,6,7,8,9,9a-octahydro-1H-pyrido[1,2-a]pyrazine). Yield: 74.5%. RXN SMILES: [OH:1][CH2:2][C@@H:3]1[CH2:12][N:7]2[CH2:8][CH2:9][NH:10][CH2:11][C@@H:6]2[CH2:5][CH2:4]1.Cl[C:14]1[N:19]=[CH:18][C:17]([F:20])=[CH:16][N:15]=1.C(=O)([O-])[O-].[Na+].[Na+]>O>[OH:1][CH2:2][C@@H:3]1[CH2:12][N:7]2[CH2:8][CH2:9][N:10]([C:14]3[N:19]=[CH:18][C:17]([F:20])=[CH:16][N:15]=3)[CH2:11][C@@H:6]2[CH2:5][CH2:4]1 |f:2.3.4|. Procedure: A mixture of 2.31 g (13.6 mmol) of (7S,9aS)-7-hydroxymethyl-2,3,4,6,7,8,9,9a-octahydro-1H-pyrido[1,2-a]pyrazine (Preparation 2), 1.98 g (15.0 mmol) of 2-chloro-5-fluoropyrimidine (B. Baasner, E. Klauke, J. Fluorine Chem., 1989, 45, 417), 4.32 g (40.8 mmol) of sodium carbonate and 50 mL of water was heated at reflux for 16 h. The mixture was cooled to room temperature and extracted with chloroform (3×). The combined organic layers were dried (magnesium sulfate), filtered and evaporated. Purificat... Reactants: CC(=O)O[BH-](OC(C)=O)OC(C)=O, CN1CCNCC1, ClCCCl, CN1Cc2c(C3CCC(=O)CC3)ccc(N)c2C1=O, [Na+]. Product: CN1CCN(C2CCC(c3ccc(N)c4c3CN(C)C4=O)CC2)CC1. Reaction SMILES: [C:27]([O:28][BH-:29]([O:30][C:31](=[O:32])[CH3:33])[O:34][C:35](=[O:36])[CH3:37])(=[O:38])[CH3:39].[CH3:20][N:21]1[CH2:22][CH2:23][NH:24][CH2:25][CH2:26]1.[Cl:41][CH2:42][CH2:43][Cl:44].[NH2:1][c:2]1[cH:3][cH:4][c:5]([CH:13]2[CH2:14][CH2:15][C:16](=[O:19])[CH2:17][CH2:18]2)[c:6]2[c:10]1[C:9](=[O:11])[N:8]([CH3:12])[CH2:7]2.[Na+:40]>>[NH2:1][c:2]1[cH:3][cH:4][c:5]([CH:13]2[CH2:14][CH2:15][CH:16]([N:24]3[CH2:23][CH2:22][N:21]([CH3:20])[CH2:26][CH2:25]3)[CH2:17][CH2:18]2)[c:6]2[c:10]1[C:9](=[O:11])[N:8]([CH3:12])[CH2:7]2. Starting materials: CC1=CC=C(C=C1)C=1C(=CC=CC1)C(=O)O (4′-methyl-2-biphenylcarboxylic acid), O (water), C=C(C)C (isobutene), O=P(Cl)(Cl)Cl (phosphorus oxytrichloride), [OH-].[Na+] (sodium hydroxide). Solvent: C1(=CC=CC=C1)C (toluene). Run at time 6 hour. Yields the product CC1=CC=C(C=C1)C=1C(=CC=CC1)C(=O)OC(C)(C)C (tert-butyl 4′-methyl-2-biphenylcarboxylate). The yield is 95.7%. Reaction SMILES: [CH3:1][C:2]1[CH:7]=[CH:6][C:5]([C:8]2[C:9]([C:14]([OH:16])=[O:15])=[CH:10][CH:11]=[CH:12][CH:13]=2)=[CH:4][CH:3]=1.O.[CH2:18]=[C:19]([CH3:21])[CH3:20].O=P(Cl)(Cl)Cl.[OH-].[Na+]>C1(C)C=CC=CC=1>[CH3:1][C:2]1[CH:7]=[CH:6][C:5]([C:8]2[C:9]([C:14]([O:16][C:19]([CH3:21])([CH3:20])[CH3:18])=[O:15])=[CH:10][CH:11]=[CH:12][CH:13]=2)=[CH:4][CH:3]=1 |f:4.5|. Reported procedure: A 500-ml flask was charged with 50 ml of toluene and 53.42 g (0.25 mol) of 4′-methyl-2-biphenylcarboxylic acid, 0.45 ml (0.025 mol) of water and 32.63 g (0.58 mol) of isobutene. To this mixture was added dropwise 7.74 g (0.05 mol) of phosphorus oxytrichloride, and the mixture was stirred for 6 hours. The reaction mixture was added to 50 ml of a 10%-aqueous sodium hydroxide and washed. The organic layer was dried over anhydrous magnesium sulfate. Thereafter, the organic layer was concentrated by ...